From a dataset of the Open Reaction Database (ORD), a public repository of structured organic reaction records. describe an organic reaction: reactants, conditions, products, and yield The reactants are CC(C)(C)P(c1ccccc1-c1ccccc1)C(C)(C)C, CC(=O)[O-], CC(=O)[O-], C1CCOC1, N#CCc1ccccc1Cl, [F-], [K+], [OH-], [OH-], [Pd+2], [B+2]c1ccccc1. The product is N#CCc1ccccc1-c1ccccc1. RXN SMILES: [C:1]([P:2]([C:3]([CH3:4])([CH3:5])[CH3:18])[c:6]1[c:7](-[c:12]2[cH:13][cH:14][cH:15][cH:16][cH:17]2)[cH:8][cH:9][cH:10][cH:11]1)([CH3:19])([CH3:20])[CH3:21].[C:43]([O-:44])(=[O:45])[CH3:46].[C:48]([O-:49])(=[O:50])[CH3:51].[CH2:52]1[O:53][CH2:54][CH2:55][CH2:56]1.[Cl:33][c:34]1[cH:35][cH:39][cH:40][cH:41][c:42]1[CH2:36][C:37]#[N:38].[F-:31].[K+:32].[OH-:22].[OH-:23].[Pd+2:47].[c:24]1([B+2:25])[cH:26][cH:27][cH:28][cH:29][cH:30]1>>[c:6]1([CH2:36][C:37]#[N:38])[c:7](-[c:12]2[cH:13][cH:14][cH:15][cH:16][cH:17]2)[cH:8][cH:9][cH:10][cH:11]1. The reactants are ClC1=C2C=CC(=NC2=NC=C1)C (5-Chloro-2-methyl-[1,8]naphthyridine), COC(C1=CC=C(C=C1)COC1=CC(=C(C=C1)SC1=CC=C(C=C1)NC(C)=O)N)=O (4-[4-(4-Acetylamino-phenylsulfanyl)-3-amino-phenoxymethyl]-benzoic acid methyl ester), C(C)O (ethanol). Product: COC(C1=CC=C(C=C1)COC1=CC(=C(C=C1)SC1=CC=C(C=C1)NC(C)=O)NC1=CC=NC2=NC(=CC=C12)CCC)=O (4-[4-(4-Acetylamino-phenylsulfanyl)-3-(7-propyl-[1,8]naphthyridin-4-ylamino)-phenoxymethyl]-benzoic acid methyl ester). Reaction SMILES: Cl[C:2]1[CH:11]=[CH:10][N:9]=[C:8]2[C:3]=1[CH:4]=[CH:5][C:6]([CH3:12])=[N:7]2.[CH3:13][O:14][C:15](=[O:42])[C:16]1[CH:21]=[CH:20][C:19]([CH2:22][O:23][C:24]2[CH:29]=[CH:28][C:27]([S:30][C:31]3[CH:36]=[CH:35][C:34]([NH:37][C:38](=[O:40])[CH3:39])=[CH:33][CH:32]=3)=[C:26]([NH2:41])[CH:25]=2)=[CH:18][CH:17]=1.[CH2:43](O)[CH3:44]>>[CH3:13][O:14][C:15](=[O:42])[C:16]1[CH:21]=[CH:20][C:19]([CH2:22][O:23][C:24]2[CH:29]=[CH:28][C:27]([S:30][C:31]3[CH:36]=[CH:35][C:34]([NH:37][C:38](=[O:40])[CH3:39])=[CH:33][CH:32]=3)=[C:26]([NH:41][C:2]3[C:3]4[C:8](=[N:7][C:6]([CH2:12][CH2:43][CH3:44])=[CH:5][CH:4]=4)[N:9]=[CH:10][CH:11]=3)[CH:25]=2)=[CH:18][CH:17]=1. Procedure details: The product from Example 1d (18 mg, 0.085 mmol) was reacted in ethanol (1 mL) with the product from Example 236a (35 mg, 0.085 mmol) for 18 h following the procedure from Example 1g giving the crude title compound which was purified by HPLC with TFA providing the product as a trifluoroacetic acid salt (22 mg, 37%). 1H NMR (300 MHz, DMSO-d6) δ ppm: 0.97 (t, J=7.35 Hz, 3H) 1.75-1.93 (m, 2H), 2.02 (s, 3H), 2.99 (t, J=7.54 Hz, 2H), 3.86 (s, 3H) 5.26 (s, 2H) 6.30 (d, J=6.99 Hz, 1H) 7.14 (d, J=8.82 Hz... Starting materials: [Si](C)(C)(C(C)(C)C)OC1=CC=C(C=C1)C(C(C)C=1C(N(CCC1NC1=C(C=C(C=C1)F)Cl)N1CCCCC1)=O)=O (3-{2-[4-(tert-Butyldimethylsilanyloxy)phenyl]-1-methyl-2-oxo-ethyl} -4-(2-chloro-4-fluorophenylamino)-5,6,3′,4′,5′,6′-hexahydro-2′H-[1,1′]bipyridinyl-2-one), C1(=CC=C(C=C1)S(=O)(=O)O)C (toluene-4-sulfonic acid), O.C1(=CC=CC=C1)C (Water toluene). Solvent: C1(=CC=CC=C1)C (toluene). Conditions: temperature 100 celsius. Product: [Si](C)(C)(C(C)(C)C)OC1=CC=C(C=C1)C1=C(C=2C(N(CCC2N1C1=C(C=C(C=C1)F)Cl)N1CCCCC1)=O)C (2-[4-(tert-Butyldimethylsilanyloxy)phenyl]-1-(2-chloro-4-fluorophenyl)-3-methyl-5-piperidin-1-yl-1,5,6,7-tetrahydro-pyrrolo[3,2-c]pyridin-4-one). Reaction SMILES: [Si:1]([O:8][C:9]1[CH:14]=[CH:13][C:12]([C:15](=O)[CH:16]([C:18]2[C:19](=[O:39])[N:20]([N:33]3[CH2:38][CH2:37][CH2:36][CH2:35][CH2:34]3)[CH2:21][CH2:22][C:23]=2[NH:24][C:25]2[CH:30]=[CH:29][C:28]([F:31])=[CH:27][C:26]=2[Cl:32])[CH3:17])=[CH:11][CH:10]=1)([C:4]([CH3:7])([CH3:6])[CH3:5])([CH3:3])[CH3:2].C1(C)C=CC(S(O)(=O)=O)=CC=1.O.C1(C)C=CC=CC=1>C1(C)C=CC=CC=1>[Si:1]([O:8][C:9]1[CH:10]=[CH:11][C:12]([C:15]2[N:24]([C:25]3[CH:30]=[CH:29][C:28]([F:31])=[CH:27][C:26]=3[Cl:32])[C:23]3[CH2:22][CH2:21][N:20]([N:33]4[CH2:38][CH2:37][CH2:36][CH2:35][CH2:34]4)[C:19](=[O:39])[C:18]=3[C:16]=2[CH3:17])=[CH:13][CH:14]=1)([C:4]([CH3:7])([CH3:6])[CH3:5])([CH3:2])[CH3:3] |f:2.3|. Reported procedure: 3-{2-[4-(tert-Butyldimethylsilanyloxy)phenyl]-1-methyl-2-oxo-ethyl} -4-(2-chloro-4-fluorophenylamino)-5,6,3′,4′,5′,6′-hexahydro-2′H-[1,1′]bipyridinyl-2-one (1.135 g, 1.94 mmol) was suspended in toluene (5 ml) and toluene-4-sulfonic acid (0.037 g, 0.19 mmol) was added. The reaction mixture was heated in a microwave oven at 100° C. for 30 min. Water/toluene were added to the reaction mixture and the phases separated. The organic phase was washed with water, dried (MgSO4), filtered and evaporated t... Reactants: NC1=C(C=CC=C1F)NCCC(=O)OCC (ethyl 3-(2-amino-3-fluorophenylamino)propanoate), C1(=CC=CC=C1)C (Toluene). Reagents/catalysts: C(C)(C)O[Ti](OC(C)C)(OC(C)C)OC(C)C (tetraisopropoxytitanium). Solvent: C(C)(=O)OCC (ethyl acetate). Run at temperature 80 celsius. Product: FC1=CC=CC2=C1NC(CCN2)=O (9-fluoro-4,5-dihydro-1H-benzo[b][1,4]diazepin-2(3H)-one). Isolated yield 96.9%. Reaction SMILES: [NH2:1][C:2]1[C:7]([F:8])=[CH:6][CH:5]=[CH:4][C:3]=1[NH:9][CH2:10][CH2:11][C:12]([O:14]CC)=O.C1(C)C=CC=CC=1>C(OCC)(=O)C.C(O[Ti](OC(C)C)(OC(C)C)OC(C)C)(C)C>[F:8][C:7]1[C:2]2[NH:1][C:12](=[O:14])[CH2:11][CH2:10][NH:9][C:3]=2[CH:4]=[CH:5][CH:6]=1. Procedure: A disposable tube was charged with ethyl 3-(2-amino-3-fluorophenylamino)propanoate (800 mg, 3.54 mmol) and a stirbar. Toluene (10 mL) was added, followed by tetraisopropoxytitanium (523 μl, 1.768 mmol), and the solution was stirred at 80° C. 0.5 h. The solution was diluted with ethyl acetate, concentrated with celite, and purified by silica gel chromatography (eluting with hexanes/ethyl acetate) to yield 9-fluoro-4,5-dihydro-1H-benzo[b][1,4]diazepin-2(3H)-one as a white amorphous solid (0.618 g,... The reactants are ClC1=C(C(=O)NCC=2C=NC=CC2)C=CC(=N1)Cl.[Cl-] (chloride 2,6-dichloro-N-(pyridin-3-ylmethyl)nicotinamide), FC=1C=C(CCN)C=CC1 (3-fluorophenethyl amine), C(=O)([O-])[O-].[K+].[K+] (K2CO3), CN(C)C=O (DMF), C(C)(=O)OCC (ethyl acetate). Reaction conditions: temperature 10 celsius, time 10 hour. The product is FC=1C=C(CCNC2=C(C(=O)NCC=3C=NC=CC3)C=CC(=N2)\C=C\C)C=CC1 ((E)-2-(3-fluorophenethylamino)-6-(prop-1-enyl)-N-(pyridin-3-ylmethyl)nicotinamide), ClC1=NC(=C(C(=O)NCC=2C=NC=CC2)C=C1)NCCC1=CC(=CC=C1)F (6-chloro-2-(3-fluorophenethylamino)-N-(pyridin-3-ylmethyl)nicotinamide). The yield is 46.0%. RXN SMILES: Cl[C:2]1[N:17]=[C:16]([Cl:18])[CH:15]=[CH:14][C:3]=1[C:4]([NH:6][CH2:7][C:8]1[CH:9]=[N:10][CH:11]=[CH:12][CH:13]=1)=[O:5].[Cl-].[F:20][C:21]1[CH:22]=[C:23]([CH:27]=[CH:28][CH:29]=1)[CH2:24][CH2:25][NH2:26].C([O-])([O-])=O.[K+].[K+].[CH3:36]N(C=O)C.C(O[CH2:45][CH3:46])(=O)C>>[F:20][C:21]1[CH:22]=[C:23]([CH:27]=[CH:28][CH:29]=1)[CH2:24][CH2:25][NH:26][C:2]1[N:17]=[C:16](/[CH:36]=[CH:45]/[CH3:46])[CH:15]=[CH:14][C:3]=1[C:4]([NH:6][CH2:7][C:8]1[CH:9]=[N:10][CH:11]=[CH:12][CH:13]=1)=[O:5].[Cl:18][C:16]1[CH:15]=[CH:14][C:3]([C:4]([NH:6][CH2:7][C:8]2[CH:9]=[N:10][CH:11]=[CH:12][CH:13]=2)=[O:5])=[C:2]([NH:26][CH2:25][CH2:24][C:23]2[CH:27]=[CH:28][CH:29]=[C:21]([F:20])[CH:22]=2)[N:17]=1 |f:0.1,3.4.5|. Procedure: A mixture of chloride 2,6-dichloro-N-(pyridin-3-ylmethyl)nicotinamide (20.4 g, 72.3 mmol), 3-fluorophenethyl amine (11.1 g, 79.5 mmol), K2CO3 (20 g 145 mmol) and DMF (200 mL) was stirred at 10° C. for 10 hours. The mixture was diluted with ethyl acetate (2×300 mL) and washed with saturated ammonium chloride, sodium bicarbonate and brine. The organic layers were combined, dried (MgSO4) and concentrated. The residue was purified by silica gel chromatography to give the desired product 6-chloro-2-(... Starting materials: ClCCl, CSc1nc(-c2cc(NC(=O)c3ccsc3)ccc2C)c2c(n1)N(c1c(F)cccc1F)C(=O)NC2, CN(C)C=O, O=C(OO)c1cccc(Cl)c1. Product: Cc1ccc(NC(=O)c2ccsc2)cc1-c1nc(S(C)=O)nc2c1CNC(=O)N2c1c(F)cccc1F. RXN SMILES: [Cl:48][CH2:49][Cl:50].[F:1][c:2]1[c:3]([N:9]2[C:10](=[O:36])[NH:11][CH2:12][c:13]3[c:14]2[n:15][c:16]([S:34][CH3:35])[n:17][c:18]3-[c:19]2[cH:20][c:21]([NH:26][C:27](=[O:28])[c:29]3[cH:30][s:31][cH:32][cH:33]3)[cH:22][cH:23][c:24]2[CH3:25])[c:4]([F:8])[cH:5][cH:6][cH:7]1.[O:51]=[CH:52][N:53]([CH3:54])[CH3:55].[OH:37][O:38][C:39]([c:40]1[cH:41][c:42]([Cl:43])[cH:44][cH:45][cH:46]1)=[O:47]>>[F:1][c:2]1[c:3]([N:9]2[C:10](=[O:36])[NH:11][CH2:12][c:13]3[c:14]2[n:15][c:16]([S:34]([CH3:35])=[O:37])[n:17][c:18]3-[c:19]2[cH:20][c:21]([NH:26][C:27](=[O:28])[c:29]3[cH:30][s:31][cH:32][cH:33]3)[cH:22][cH:23][c:24]2[CH3:25])[c:4]([F:8])[cH:5][cH:6][cH:7]1. Solvent: CO (methanol). Starting materials: C(C1=CC=CC=C1)OC(N[C@H]1[C@@H](CCCC1)CN(C)CCCC1=CC=C(C=C1)F)=O ((1R,2S)-[2-({[3-(4-fluoro-phenyl)-propyl]-methyl-amino}-methyl)-cyclohexyl]-carbamic acid benzyl ester). Product: FC1=CC=C(C=C1)CCCN(C)C[C@H]1[C@@H](CCCC1)N ((1R,2S)-2-({[3-(4-fluorophenyl)-propyl]-methyl-amino}-methyl)-cyclohexylamine). As a reaction SMILES: C(OC(=O)[NH:10][C@@H:11]1[CH2:16][CH2:15][CH2:14][CH2:13][C@H:12]1[CH2:17][N:18]([CH2:20][CH2:21][CH2:22][C:23]1[CH:28]=[CH:27][C:26]([F:29])=[CH:25][CH:24]=1)[CH3:19])C1C=CC=CC=1>CO.[OH-].[OH-].[Pd+2]>[F:29][C:26]1[CH:25]=[CH:24][C:23]([CH2:22][CH2:21][CH2:20][N:18]([CH2:17][C@@H:12]2[CH2:13][CH2:14][CH2:15][CH2:16][C@H:11]2[NH2:10])[CH3:19])=[CH:28][CH:27]=1 |f:2.3.4|. Reaction conditions: time 16.5 hour. Reagents/catalysts: [OH-].[OH-].[Pd+2] (palladium hydroxide on charcoal). Procedure: A mixture of (1R,2S)-[2-({[3-(4-fluoro-phenyl)-propyl]-methyl-amino}-methyl)-cyclohexyl]-carbamic acid benzyl ester (400 mg, 970 μM) and 20% palladium hydroxide on charcoal (Pearlman's catalyst, 200 mg) in methanol (25 mL) was shaken in a pressure bottle under a hydrogen atmosphere (55 psig) for 16.5 hours. The mixture was filtered and the solid was washed with methanol. The combined filtrates were concentrated under vacuum to provide a tan viscous oil (268 mg, quantitative), used without furthe... The reactants are [OH-].[Na+] (NaOH), C(C)OC(=O)C1=CC(=NO1)C1=CC=C(C=C1)NC(=O)NC1=C(C=CC=C1)F (3-{4-[3-(2-Fluoro-phenyl)ureido]-phenyl}-isoxazole-5-carboxylic acid ethyl ester), Cl (HCl). Run in C1CCOC1 (THF). Run at time 17.5 minute. Yields the product FC1=C(C=CC=C1)NC(NC1=CC=C(C=C1)C1=NOC(=C1)C(=O)O)=O (3-(4-(3-(2-fluorophenyl)ureido)phenyl)isoxazole-5-carboxylic acid). The yield is 86.6%. As a reaction SMILES: C([O:3][C:4]([C:6]1[O:10][N:9]=[C:8]([C:11]2[CH:16]=[CH:15][C:14]([NH:17][C:18]([NH:20][C:21]3[CH:26]=[CH:25][CH:24]=[CH:23][C:22]=3[F:27])=[O:19])=[CH:13][CH:12]=2)[CH:7]=1)=[O:5])C.[OH-].[Na+].Cl>C1COCC1>[F:27][C:22]1[CH:23]=[CH:24][CH:25]=[CH:26][C:21]=1[NH:20][C:18](=[O:19])[NH:17][C:14]1[CH:13]=[CH:12][C:11]([C:8]2[CH:7]=[C:6]([C:4]([OH:5])=[O:3])[O:10][N:9]=2)=[CH:16][CH:15]=1 |f:1.2|. Procedure details: 3-{4-[3-(2-Fluoro-phenyl)ureido]-phenyl}-isoxazole-5-carboxylic acid ethyl ester (4.6 g) was dissolved in THF (92 ml). 1M aqueous NaOH solution (65 ml) was added and stirred at RT for 15-20 minutes. The reaction mixture was acidified with dilute HCl and extracted with EtOAc. Organic layer was separated, dried over Na2SO4 and concentrated under reduced pressure to get off white solid, which was crystallized from CH2Cl2 to yield 3.68 g (86%) white solid. MS (ES+): m/z 342 (M+1); 1HNMR (DMSO-d6, 30...